From a dataset of the Open Reaction Database (ORD), a public repository of structured organic reaction records. describe an organic reaction: reactants, conditions, products, and yield Starting materials: [H-].[Al+3].[Li+].[H-].[H-].[H-] (lithium aluminum hydride), C(C)(=O)NCCCN1CCC(CC1)=C(C1=CC=CC=C1)C1=CC=CC=C1 (1-(3-acetamidopropyl)-4-(diphenylmethylene)piperidine), [H-].[Al+3].[Li+].[H-].[H-].[H-] (lithium aluminum hydride), O.O.O.O.O.O.O.O.O.O.S(=O)(=O)([O-])[O-].[Na+].[Na+] (sodium sulfate decahydrate). The solvent is O1CCCC1 (tetrahydrofuran), O1CCCC1 (tetrahydrofuran). Product: C1(=CC=CC=C1)C(=C1CCN(CC1)CCCNCC)C1=CC=CC=C1 (4-Diphenylmethylene-1-[3-(N-ethylamino)propyl]-piperidine). Isolated yield 64.9%. Reaction SMILES: [C:1]([NH:4][CH2:5][CH2:6][CH2:7][N:8]1[CH2:13][CH2:12][C:11](=[C:14]([C:21]2[CH:26]=[CH:25][CH:24]=[CH:23][CH:22]=2)[C:15]2[CH:20]=[CH:19][CH:18]=[CH:17][CH:16]=2)[CH2:10][CH2:9]1)(=O)[CH3:2].[H-].[Al+3].[Li+].[H-].[H-].[H-].O.O.O.O.O.O.O.O.O.O.S([O-])([O-])(=O)=O.[Na+].[Na+]>O1CCCC1>[C:15]1([C:14]([C:21]2[CH:26]=[CH:25][CH:24]=[CH:23][CH:22]=2)=[C:11]2[CH2:10][CH2:9][N:8]([CH2:7][CH2:6][CH2:5][NH:4][CH2:1][CH3:2])[CH2:13][CH2:12]2)[CH:16]=[CH:17][CH:18]=[CH:19][CH:20]=1 |f:1.2.3.4.5.6,7.8.9.10.11.12.13.14.15.16.17.18.19|. Reported procedure: A solution of 1.14 g of 1-(3-acetamidopropyl)-4-(diphenylmethylene)piperidine (prepared as described in Preparation 33') in 7 ml of tetrahydrofuran was added dropwise to a suspension of 140 mg of lithium aluminum hydride in 10 ml of tetrahydrofuran at room temperature under a nitrogen atmosphere, and the mixture was heated under reflux for 4 hours. At the end of this time, the mixture was cooled to room temperature, and sodium sulfate decahydrate was added to the mixture to decompose excess lith...